From a dataset of the Open Reaction Database (ORD), a public repository of structured organic reaction records. describe an organic reaction: reactants, conditions, products, and yield Starting materials: CC1(C(C2=CC=CC=C2C1)C=1C(=NC=NC1)SC)C (5-(2,2-dimethylindan-1-yl)-4-methylthiopyrimidine), [N+](=O)(O)[O-] (nitric acid), C([O-])([O-])=O.[K+].[K+] (potassium carbonate). Reaction SMILES: [CH3:1][C:2]1([CH3:19])[CH2:10][C:9]2[C:4](=[CH:5][CH:6]=[CH:7][CH:8]=2)[CH:3]1[C:11]1[C:12]([S:17][CH3:18])=[N:13][CH:14]=[N:15][CH:16]=1.[N+:20]([O-])([OH:22])=[O:21].C(=O)([O-])[O-].[K+].[K+]>ClCCl>[CH3:1][C:2]1([CH3:19])[CH2:10][C:9]2[C:4](=[CH:5][C:6]([N+:20]([O-:22])=[O:21])=[CH:7][CH:8]=2)[CH:3]1[C:11]1[C:12]([S:17][CH3:18])=[N:13][CH:14]=[N:15][CH:16]=1 |f:2.3.4|. Yields the product CC1(C(C2=CC(=CC=C2C1)[N+](=O)[O-])C=1C(=NC=NC1)SC)C (5-(2,2-Dimethyl-6-nitroindan-1-yl)-4-methylthiopyrimidine). Procedure: To a solution of 30 g (0.11 mol) of 5-(2,2-dimethylindan-1-yl)-4-methylthiopyrimidine in 500 mL of dichloromethane was added dropwise 100 mL of 90 percent nitric acid. After 1 hr the reaction mixture was poured onto a large volume of ice. The mixture was slowly neutralized with solid potassium carbonate and was then extracted with ether. The organic phase was recovered, dried over magnesium sulfate, filtered, and concentrated by evaporation under reduced pressure to obtain 36 g of a tan solid. T... Solvent: ClCCl (dichloromethane). Starting materials: S(=O)(=O)(C)C=1N=C2N(C=CC=C2)C1C(=O)OCC (ethyl 2-mesylimidazo[1,2-a]pyridine-3-carboxlate), C(C)(C)S (isopropyl mercaptan). Product: C(C)(C)SC=1N=C2N(C=CC=C2)C1 (2-Isopropylthioimidazo[1,2-a]pyridine). Reaction SMILES: S([C:5]1[N:6]=[C:7]2[CH:12]=[CH:11][CH:10]=[CH:9][N:8]2[C:13]=1C(OCC)=O)(C)(=O)=O.[CH:19]([SH:22])([CH3:21])[CH3:20]>>[CH:19]([S:22][C:5]1[N:6]=[C:7]2[CH:12]=[CH:11][CH:10]=[CH:9][N:8]2[CH:13]=1)([CH3:21])[CH3:20]. Procedure: In a manner similar to the procedure in Reference Example 1, the oily title compound was prepared from ethyl 2-mesylimidazo[1,2-a]pyridine-3-carboxlate and isopropyl mercaptan. ##STR11## Starting materials: O=C([O-])[O-], COC(=O)c1cc(C2=CCCC2(C)C)c(OS(=O)(=O)C(F)(F)F)cc1F, COc1ccc(F)c(B(O)O)c1, [K+], [K+], CN(C)C=O, O, c1ccc(P(c2ccccc2)(c2ccccc2)[Pd](P(c2ccccc2)(c2ccccc2)c2ccccc2)(P(c2ccccc2)(c2ccccc2)c2ccccc2)P(c2ccccc2)(c2ccccc2)c2ccccc2)cc1. Product: COC(=O)c1cc(C2=CCCC2(C)C)c(-c2cc(OC)ccc2F)cc1F. RXN SMILES: [C:39](=[O:40])([O-:41])[O-:42].[CH3:1][C:2]1([CH3:26])[CH2:3][CH2:4][CH:5]=[C:6]1[c:7]1[c:8]([O:18][S:19]([C:20]([F:21])([F:22])[F:23])(=[O:24])=[O:25])[cH:9][c:10]([F:17])[c:11]([C:12](=[O:13])[O:14][CH3:15])[cH:16]1.[F:27][c:28]1[c:29]([B:36]([OH:37])[OH:38])[cH:30][c:31]([O:34][CH3:35])[cH:32][cH:33]1.[K+:43].[K+:44].[O:45]=[CH:46][N:47]([CH3:48])[CH3:49].[OH2:50].[cH:51]1[cH:52][cH:53][c:54]([P:55]([Pd:56]([P:57]([c:58]2[cH:59][cH:60][cH:61][cH:62][cH:63]2)([c:64]2[cH:65][cH:66][cH:67][cH:68][cH:69]2)[c:70]2[cH:71][cH:72][cH:73][cH:74][cH:75]2)([P:76]([c:77]2[cH:78][cH:79][cH:80][cH:81][cH:82]2)([c:83]2[cH:84][cH:85][cH:86][cH:87][cH:88]2)[c:89]2[cH:90][cH:91][cH:92][cH:93][cH:94]2)[P:95]([c:96]2[cH:97][cH:98][cH:99][cH:100][cH:101]2)([c:102]2[cH:103][cH:104][cH:105][cH:106][cH:107]2)[c:108]2[cH:109][cH:110][cH:111][cH:112][cH:113]2)([c:114]2[cH:115][cH:116][cH:117][cH:118][cH:119]2)[c:120]2[cH:121][cH:122][cH:123][cH:124][cH:125]2)[cH:126][cH:127]1>>[CH3:1][C:2]1([CH3:26])[CH2:3][CH2:4][CH:5]=[C:6]1[c:7]1[c:8](-[c:29]2[c:28]([F:27])[cH:33][cH:32][c:31]([O:34][CH3:35])[cH:30]2)[cH:9][c:10]([F:17])[c:11]([C:12](=[O:13])[O:14][CH3:15])[cH:16]1. The product is CSC1=NC(c2cccc(Cl)c2)C(c2cccc(Cl)c2)N1, I. RXN SMILES: [CH3:21][I:22].[CH3:23][CH2:24][OH:25].[Cl:1][c:2]1[cH:3][c:4]([CH:8]2[NH:9][C:10](=[S:20])[NH:11][CH:12]2[c:13]2[cH:14][c:15]([Cl:19])[cH:16][cH:17][cH:18]2)[cH:5][cH:6][cH:7]1>>[Cl:1][c:2]1[cH:3][c:4]([CH:8]2[NH:9][C:10]([S:20][CH3:21])=[N:11][CH:12]2[c:13]2[cH:14][c:15]([Cl:19])[cH:16][cH:17][cH:18]2)[cH:5][cH:6][cH:7]1.[IH:22]. Starting materials: CI, CCO, S=C1NC(c2cccc(Cl)c2)C(c2cccc(Cl)c2)N1. The reactants are ClS(=O)(=O)C=1C=CC(=C(C(=O)OC)C1)OC (methyl 5-(chlorosulfonyl)-2-methoxybenzoate), C(C(C)C)NC1=C(C=C(C=C1)C)C (N-isobutyl-2,4-dimethylaniline). The solvent is N1=CC=CC=C1 (pyridine). Reaction conditions: temperature 25 celsius, time 2 hour. Product: CC1=C(C=CC(=C1)C)N(S(=O)(=O)C=1C=CC(=C(C(=O)OC)C1)OC)CC(C)C (methyl 5-(N-(2,4-dimethylphenyl)-N-isobutylsulfamoyl)-2-methoxybenzoate). Reaction SMILES: Cl[S:2]([C:5]1[CH:6]=[CH:7][C:8]([O:15][CH3:16])=[C:9]([CH:14]=1)[C:10]([O:12][CH3:13])=[O:11])(=[O:4])=[O:3].[CH2:17]([NH:21][C:22]1[CH:27]=[CH:26][C:25]([CH3:28])=[CH:24][C:23]=1[CH3:29])[CH:18]([CH3:20])[CH3:19]>N1C=CC=CC=1>[CH3:29][C:23]1[CH:24]=[C:25]([CH3:28])[CH:26]=[CH:27][C:22]=1[N:21]([CH2:17][CH:18]([CH3:20])[CH3:19])[S:2]([C:5]1[CH:6]=[CH:7][C:8]([O:15][CH3:16])=[C:9]([CH:14]=1)[C:10]([O:12][CH3:13])=[O:11])(=[O:4])=[O:3]. Reported procedure: To a stirred solution of methyl 5-(chlorosulfonyl)-2-methoxybenzoate (1 g, 3.78 mmol) in pyridine (3 mL) at 25° C. was added N-isobutyl-2,4-dimethylaniline (0.670 g, 3.78 mmol) and the reaction mixture stirred at 25° C. for 2 hours, then stood for 12 hours. The pyridine was evaporated in vacuo to give a yellow oil which was purified by silica (Si) chromatography (0-50% ethyl acetate-cyclohexane). The appropriate fractions were combined and evaporated in vacuo to give the required product, 1.485 ... Starting materials: O=C1C2CCCC2N(C(=O)CCl)c2ccccc2N1Cc1ccccc1, c1ccc(CNCc2ccccc2)cc1, ClCCCl, [Na+], O=C([O-])O. Product: O=C1C2CCCC2N(C(=O)CN(Cc2ccccc2)Cc2ccccc2)c2ccccc2N1Cc1ccccc1. RXN SMILES: [CH2:1]([c:2]1[cH:3][cH:4][cH:5][cH:6][cH:7]1)[N:8]1[c:9]2[c:10]([cH:23][cH:24][cH:25][cH:26]2)[N:11]([C:19]([CH2:20][Cl:21])=[O:22])[CH:12]2[CH:13]([C:14]1=[O:15])[CH2:16][CH2:17][CH2:18]2.[CH2:27]([c:28]1[cH:29][cH:30][cH:31][cH:32][cH:33]1)[NH:34][CH2:35][c:36]1[cH:37][cH:38][cH:39][cH:40][cH:41]1.[Cl:47][CH2:48][CH2:49][Cl:50].[Na+:42].[OH:43][C:44](=[O:45])[O-:46]>>[CH2:1]([c:2]1[cH:3][cH:4][cH:5][cH:6][cH:7]1)[N:8]1[c:9]2[c:10]([cH:23][cH:24][cH:25][cH:26]2)[N:11]([C:19]([CH2:20][N:34]([CH2:27][c:28]2[cH:29][cH:30][cH:31][cH:32][cH:33]2)[CH2:35][c:36]2[cH:37][cH:38][cH:39][cH:40][cH:41]2)=[O:22])[CH:12]2[CH:13]([C:14]1=[O:15])[CH2:16][CH2:17][CH2:18]2.